This data is from the Open Reaction Database (ORD), a public repository of structured organic reaction records. The task is: describe an organic reaction: reactants, conditions, products, and yield Starting materials: [Br-], CCOC(=O)CBr, CCCC[N+](CCCC)(CCCC)CCCC, CC#N, [K+], [K+], O=C([O-])[O-], CCCCC1(CCCC)CN(c2ccc(NC(=O)OC(C)(C)C)cc2)c2ccc(O)cc2S(=O)(=O)C1. The product is CCCCC1(CCCC)CN(c2ccc(NC(=O)OC(C)(C)C)cc2)c2ccc(OCC(=O)OCC)cc2S(=O)(=O)C1. Reaction SMILES: [Br-:53].[Br:43][CH2:44][C:45](=[O:46])[O:47][CH2:48][CH3:49].[CH2:54]([N+:55]([CH2:56][CH2:57][CH2:58][CH3:59])([CH2:60][CH2:61][CH2:62][CH3:63])[CH2:64][CH2:65][CH2:66][CH3:67])[CH2:68][CH2:69][CH3:70].[CH3:50][C:51]#[N:52].[K+:37].[K+:38].[O-:39][C:40]([O-:41])=[O:42].[O:1]=[S:2]1(=[O:36])[CH2:3][C:4]([CH2:28][CH2:29][CH2:30][CH3:31])([CH2:32][CH2:33][CH2:34][CH3:35])[CH2:5][N:6]([c:14]2[cH:15][cH:16][c:17]([NH:20][C:21](=[O:22])[O:23][C:24]([CH3:25])([CH3:26])[CH3:27])[cH:18][cH:19]2)[c:7]2[c:8]1[cH:9][c:10]([OH:13])[cH:11][cH:12]2>>[O:1]=[S:2]1(=[O:36])[CH2:3][C:4]([CH2:28][CH2:29][CH2:30][CH3:31])([CH2:32][CH2:33][CH2:34][CH3:35])[CH2:5][N:6]([c:14]2[cH:15][cH:16][c:17]([NH:20][C:21](=[O:22])[O:23][C:24]([CH3:25])([CH3:26])[CH3:27])[cH:18][cH:19]2)[c:7]2[c:8]1[cH:9][c:10]([O:13][CH2:44][C:45](=[O:46])[O:47][CH2:48][CH3:49])[cH:11][cH:12]2. Starting materials: BrC1=C(C=C(C=C1C)O)C (4-bromo-3,5-dimethylphenol), ClCCC(C)(O)C (4-Chloro-2-methylbutan-2-ol). The solvent is CN1C(CCC1)=O (N-methylpyrrolidone). Reaction conditions: temperature 100 celsius, time 5 minute. Yields the product BrC1=C(C=C(OCCC(C)(O)C)C=C1C)C (4-(4-Bromo-3,5-dimethylphenoxy)-2-methylbutan-2-ol). Reaction SMILES: [Br:1][C:2]1[C:7]([CH3:8])=[CH:6][C:5]([OH:9])=[CH:4][C:3]=1[CH3:10].Cl[CH2:12][CH2:13][C:14]([CH3:17])([OH:16])[CH3:15]>CN1CCCC1=O>[Br:1][C:2]1[C:7]([CH3:8])=[CH:6][C:5]([O:9][CH2:12][CH2:13][C:14]([CH3:17])([OH:16])[CH3:15])=[CH:4][C:3]=1[CH3:10]. Reported procedure: 10.0 g (49.7 mmol) 4-bromo-3,5-dimethylphenol and 10.3 g (74.6 mmol) K2OC3 are mixed with 20.0 mL N-methylpyrrolidone and heated to 100° C. 37.0 g (64.7 mmol) 4-chloro-2-methylbutan-2-ol (toluene solution from step 1) is added and the funnel is rinsed with 10.0 ml N-methylpyrrolidone. The reaction mixture is heated to 115° C. for approx. 3 h before 30.0 ml of the solvent is distilled off in vacuum. After full conversion the mixture is cooled to 20° C., 60.0 ml water is added and stirring is cont... Reactants: O1C(CCC1)CNCCN (N-[(tetrahydro-2-furanyl) methyl]ethylenediamine), CSC(N[N+](=O)[O-])=N (S-methyl-N-nitroisothiourea), N,N-dimethylaminopyridine, C(C)O (ethanol). Solvent: C(C)(=O)OCC (ethyl acetate). Yields the product O1C(CCC1)CN1C(NCC1)=N[N+](=O)[O-] (1-[(tetrahydro-2-furanyl) methyl]-2(nitroimino)imidazolidine). Reaction SMILES: [O:1]1[CH2:5][CH2:4][CH2:3][CH:2]1[CH2:6][NH:7][CH2:8][CH2:9][NH2:10].CS[C:13](=N)[NH:14][N+:15]([O-:17])=[O:16].C(O)C>C(OCC)(=O)C>[O:1]1[CH2:5][CH2:4][CH2:3][CH:2]1[CH2:6][N:7]1[CH2:8][CH2:9][NH:10][C:13]1=[N:14][N+:15]([O-:17])=[O:16]. Procedure details: Afterward, a mixture of 1.00 g Of N-[(tetrahydro-2-furanyl) methyl]ethylenediamine, 0.77/g of S-methyl-N-nitroisothiourea, 0.1 g of N,N-dimethylaminopyridine (DMAP) and 10 ml of ethanol was refluxed. After the completion of reaction, ethyl acetate was added, and insolubles were then removed by filtration. The filtrate was concentrated under a reduced pressure, and the precipitated crystals were then removed by filtration. Next, the filtrate was concentrated under a reduced pressure, and the resu... Starting materials: [B-]([S+](C)C)(Br)(Br)Br (boron tribromide—methyl sulfide complex), C(C1=CC=CC=C1)OC1=CC=CC=2N(C(=NC21)NC)C (4-benzyloxy-1-methyl-2-methylamino-1H-benzimidazole), C(Cl)(Cl)Cl.CO (chloroform methanol). The solvent is dryice-aceton, ClCCl (dichloromethane). Conditions: time 1 hour. Yields the product OC1=CC=CC=2N(C(=NC21)NC)C (4-hydroxy-1-methyl-2-methylamino-1H-benzimidazole). Isolated yield 49.3%. RXN SMILES: C([O:8][C:9]1[C:17]2[N:16]=[C:15]([NH:18][CH3:19])[N:14]([CH3:20])[C:13]=2[CH:12]=[CH:11][CH:10]=1)C1C=CC=CC=1.[B-](Br)(Br)(Br)[S+](C)C.C(Cl)(Cl)Cl.CO>ClCCl>[OH:8][C:9]1[C:17]2[N:16]=[C:15]([NH:18][CH3:19])[N:14]([CH3:20])[C:13]=2[CH:12]=[CH:11][CH:10]=1 |f:2.3|. Procedure details: To a suspension of 4-benzyloxy-1-methyl-2-methylamino-1H-benzimidazole (150 mg) in dichloromethane (2 ml) was added boron tribromide—methyl sulfide complex (211 mg) in dryice-aceton bath, and the mixture was stirred for 1 hour under ice-cooling and then at ambient temperature overnight. To the reaction mixture were added chloroform—methanol (3:1, v/v) and saturated sodium bicarbonate solution, and insoluble material was filtered off. The separated organic layer was concentrated in vacuo. The res... The reactants are Cl.CN(C)CCCN=C=NCC (N-[dimethylaminopropyl]-N'-ethylcarbodiimide hydrochloride), [Li+].COC1=CC=C(C=C1)S(=O)(=O)N([C@@H](C(=O)[O-])CCCCN(C)C)CC1=CC=CC=C1 (2(R)-[[4-methoxybenzenesulfonyl](benzyl)amino]-6-(N,N-dimethylamino) hexanoic acid lithium salt), CN1CCOCC1 (N- methylmorpholine), O.ON1N=NC2=C1C=CC=C2 (1-hydroxybenzotriazole monohydrate), Cl.C(C)(C)(C)ON (O-t-butylhydroxyl amine hydrochloride). The solvent is C(Cl)Cl (methylene chloride), C(Cl)Cl (methylene chloride). Conditions: time 8 hour. Yields the product C(C)(C)(C)ONC([C@@H](CCCCN(C)C)N(CC1=CC=CC=C1)S(=O)(=O)C1=CC=C(C=C1)OC)=O (N-(t-butyloxy)-2(R)-[[4-methoxybenzenesulfonyl](benzyl)amino]-6-(N,N-dimethylamino) hexanamide). As a reaction SMILES: [Li+].[CH3:2][O:3][C:4]1[CH:9]=[CH:8][C:7]([S:10]([N:13]([CH2:25][C:26]2[CH:31]=[CH:30][CH:29]=[CH:28][CH:27]=2)[C@H:14]([CH2:18][CH2:19][CH2:20][CH2:21][N:22]([CH3:24])[CH3:23])[C:15]([O-])=[O:16])(=[O:12])=[O:11])=[CH:6][CH:5]=1.CN1CCOCC1.O.ON1C2C=CC=CC=2N=N1.Cl.[C:51]([O:55][NH2:56])([CH3:54])([CH3:53])[CH3:52].Cl.CN(CCCN=C=NCC)C>C(Cl)Cl>[C:51]([O:55][NH:56][C:15](=[O:16])[C@H:14]([N:13]([S:10]([C:7]1[CH:8]=[CH:9][C:4]([O:3][CH3:2])=[CH:5][CH:6]=1)(=[O:12])=[O:11])[CH2:25][C:26]1[CH:27]=[CH:28][CH:29]=[CH:30][CH:31]=1)[CH2:18][CH2:19][CH2:20][CH2:21][N:22]([CH3:23])[CH3:24])([CH3:54])([CH3:53])[CH3:52] |f:0.1,3.4,5.6,7.8|. Procedure: To a solution of 2(R)-[[4-methoxybenzenesulfonyl](benzyl)amino]-6-(N,N-dimethylamino) hexanoic acid lithium salt (4.42 g, 10.18 mmol) in methylene chloride (100 mL) containing N- methylmorpholine (6.73 mL, 61.06 mmol), 1-hydroxybenzotriazole monohydrate (1.64 g, 10.687 mmol) and O-t-butylhydroxyl amine hydrochloride (1.41 g, 11.20 mmol) is added N-[dimethylaminopropyl]-N'-ethylcarbodiimide hydrochloride (3.90 g, 20.36 mmol) at 0° C. The reaction mixture is allowed to warm to room temperature and... Product: CC1CN(C(=O)OCc2ccccc2)CC1O. RXN SMILES: [CH3:1][Li:2].[CH:3]12[CH2:4][N:5]([C:9](=[O:10])[O:11][CH2:12][c:13]3[cH:14][cH:15][cH:16][cH:17][cH:18]3)[CH2:6][CH:7]1[O:8]2.[Cu:19][I:20]>>[CH3:1][CH:3]1[CH2:4][N:5]([C:9](=[O:10])[O:11][CH2:12][c:13]2[cH:14][cH:15][cH:16][cH:17][cH:18]2)[CH2:6][CH:7]1[OH:8]. Reactants: [Li]C, O=C(OCc1ccccc1)N1CC2OC2C1, [Cu]I.